From a dataset of the Open Reaction Database (ORD), a public repository of structured organic reaction records. describe an organic reaction: reactants, conditions, products, and yield Starting materials: CC#N, CCN(C(C)C)C(C)C, CC(C)Oc1cc(CN2CCC(N)CC2)cc(OC(C)C)c1, Nc1c(Cl)ncnc1Cl. The product is CC(C)Oc1cc(CN2CCC(Nc3ncnc(Cl)c3N)CC2)cc(OC(C)C)c1. Reaction SMILES: [C:41](#[N:42])[CH3:43].[CH2:32]([N:33]([CH:34]([CH3:35])[CH3:36])[CH:37]([CH3:38])[CH3:39])[CH3:40].[CH:10]([CH3:11])([CH3:12])[O:13][c:14]1[cH:15][c:16]([CH2:17][N:18]2[CH2:19][CH2:20][CH:21]([NH2:24])[CH2:22][CH2:23]2)[cH:25][c:26]([O:28][CH:29]([CH3:30])[CH3:31])[cH:27]1.[Cl:1][c:2]1[n:3][cH:4][n:5][c:6]([Cl:9])[c:7]1[NH2:8]>>[c:2]1([NH:24][CH:21]2[CH2:20][CH2:19][N:18]([CH2:17][c:16]3[cH:15][c:14]([O:13][CH:10]([CH3:11])[CH3:12])[cH:27][c:26]([O:28][CH:29]([CH3:30])[CH3:31])[cH:25]3)[CH2:23][CH2:22]2)[n:3][cH:4][n:5][c:6]([Cl:9])[c:7]1[NH2:8]. The reactants are FC=1C=C(C=C(C1)F)[C@@H]1CNC2(CCCC2)C(N1CC(=O)OCC)=O (ethyl [(8R)-8-(3,5-difluorophenyl)-10-oxo-6,9-diazaspiro[4.5]dec-9-yl]acetate), Cl.NC1(CCCC1)C(=O)OC (methyl 1-aminocyclopentanecarboxylate hydrochloride), NC1(CCCCC1)C(=O)O (1-aminocyclohexanecarboxylic acid). The product is Cl.NC1(CCCCC1)C(=O)OC (Methyl 1-aminocyclohexanecarboxylate hydrochloride). Reaction SMILES: F[C:2]1C=C([C@H]2N(CC(OCC)=O)C(=O)C3(CCCC3)NC2)C=C(F)C=1.[ClH:26].[NH2:27][C:28]1([C:33]([O:35][CH3:36])=[O:34])[CH2:32][CH2:31][CH2:30][CH2:29]1.NC1(C(O)=O)CCCCC1>>[ClH:26].[NH2:27][C:28]1([C:33]([O:35][CH3:36])=[O:34])[CH2:32][CH2:31][CH2:30][CH2:29][CH2:2]1 |f:1.2,4.5|. Procedure: Essentially following the procedures described in Intermediate 25 for methyl 1-aminocyclopentanecarboxylate hydrochloride, but using 1-aminocyclohexanecarboxylic acid in place of 1-aminocyclopentanecarboxylic acid, the title compound was obtained. MS: m/z=158 (M+1). Starting materials: FC(C(=O)OC(C(F)(F)F)=O)(F)F (trifluoroacetic anhydride), BrCCC(=O)O (3-bromopropionic acid), C(F)(F)(F)C(F)(F)C(F)(F)OC(F)(C(F)(F)F)C(F)(F)OC(F)(C(F)(F)F)CO (CF3CF2CF2OCF(CF3)CF2OCF(CF3)CH2OH). Solvent: O (water). Run at time 30 minute. Product: BrCCC(=O)OCC(F)(C(F)(F)F)OC(F)(F)C(F)(C(F)(F)F)OC(F)(F)C(F)(F)C(F)(F)F (BrCH2CH2COOCH2CF(CF3)OCF2CF(CF3)OCF2CF2CF3). Yield: 76.3%. RXN SMILES: FC(F)(F)C(OC(=O)C(F)(F)F)=O.[Br:14][CH2:15][CH2:16][C:17]([OH:19])=[O:18].[C:20]([C:24]([C:27]([O:30][C:31]([C:37]([O:40][C:41]([CH2:47]O)([C:43]([F:46])([F:45])[F:44])[F:42])([F:39])[F:38])([C:33]([F:36])([F:35])[F:34])[F:32])([F:29])[F:28])([F:26])[F:25])([F:23])([F:22])[F:21]>O>[Br:14][CH2:15][CH2:16][C:17]([O:19][CH2:47][C:41]([O:40][C:37]([C:31]([O:30][C:27]([C:24]([C:20]([F:21])([F:22])[F:23])([F:25])[F:26])([F:28])[F:29])([C:33]([F:36])([F:35])[F:34])[F:32])([F:39])[F:38])([C:43]([F:46])([F:45])[F:44])[F:42])=[O:18]. Procedure: A mixture comprising trifluoroacetic anhydride (25.6 g) and 3-bromopropionic acid (17.9 g) was stirred at room temperature under a nitrogen stream for 1 hour. CF3CF2CF2OCF(CF3)CF2OCF(CF3)CH2OH (55.9 g) was added dropwise thereto while cooling with water so that the internal temperature would be maintained to be 30° C. or lower over a period of 30 minutes. 3 hours later, the reaction liquid was directly concentrated and purified by silica gel column chromatography (eluent: mixed solvent comprisin...